Dataset: the Open Reaction Database (ORD), a public repository of structured organic reaction records. Task: describe an organic reaction: reactants, conditions, products, and yield Starting materials: FC1=C(N)C=CC=C1F (2,3-difluoroaniline), C(C=CC1=CC=CC=C1)(=O)Cl (cinnamoylchloride), N1=C(C=CC=C1C)C (2,6-lutidine), BrC=1C=C(C=CC1)NC(\C=C\C1=CC=CC=C1)=O ((2E)-N-(3-bromophenyl)-3-phenylacrylamide). The product is FC1=C(C=CC=C1F)NC(\C=C\C1=CC=CC=C1)=O ((2E)-N-(2,3-Difluorophenyl)-3-phenylacrylamide). RXN SMILES: [F:1][C:2]1[C:8]([F:9])=[CH:7][CH:6]=[CH:5][C:3]=1[NH2:4].[C:10](Cl)(=[O:19])[CH:11]=[CH:12][C:13]1[CH:18]=[CH:17][CH:16]=[CH:15][CH:14]=1.N1C(C)=CC=CC=1C.BrC1C=C(NC(=O)/C=C/C2C=CC=CC=2)C=CC=1>>[F:1][C:2]1[C:8]([F:9])=[CH:7][CH:6]=[CH:5][C:3]=1[NH:4][C:10](=[O:19])/[CH:11]=[CH:12]/[C:13]1[CH:18]=[CH:17][CH:16]=[CH:15][CH:14]=1. Procedure: The compound was prepared from 2,3-difluoroaniline (5 g, 38.7 mmol) and cinnamoylchloride (6.45 g, 38.7 mmol) in the presence of 2,6-lutidine (6.8 mL, 58 mmol) as described for Intermediate 18 to give a colorless solid, 7.4 g (74%).